From a dataset of the Open Reaction Database (ORD), a public repository of structured organic reaction records. describe an organic reaction: reactants, conditions, products, and yield The reactants are NC1=C(C(=NN1C1=C(C=C(C=C1Cl)C(F)(F)F)Cl)C#N)I (5-amino-3-cyano-1-(2,6-dichloro-4-trifluoromethylphenyl)-4-iodopyrazole), C(C)(C)(C)ON=O (t-butylnitrite). The solvent is O1CCCC1 (tetrahydrofuran). Conditions: time 3 hour. Yields the product C(#N)C1=NN(C=C1I)C1=C(C=C(C=C1Cl)C(F)(F)F)Cl (3-Cyano-1-(2,6-dichloro-4-trifluoromethylphenyl)-4-iodopyrazole). Reaction SMILES: N[C:2]1[N:6]([C:7]2[C:12]([Cl:13])=[CH:11][C:10]([C:14]([F:17])([F:16])[F:15])=[CH:9][C:8]=2[Cl:18])[N:5]=[C:4]([C:19]#[N:20])[C:3]=1[I:21].C(ON=O)(C)(C)C>O1CCCC1>[C:19]([C:4]1[C:3]([I:21])=[CH:2][N:6]([C:7]2[C:12]([Cl:13])=[CH:11][C:10]([C:14]([F:17])([F:15])[F:16])=[CH:9][C:8]=2[Cl:18])[N:5]=1)#[N:20]. Procedure details: To a stirred solution of 5-amino-3-cyano-1-(2,6-dichloro-4-trifluoromethylphenyl)-4-iodopyrazole (90 g) in tetrahydrofuran (720 ml) heated to 65° C. was added t-butylnitrite (144 ml) over a period of 0.5 hours. Stirring and heating were continued for 3 hours. The cooled reaction mixture was evaporated and the residue recrystallised from propan-2-ol to give the title compound as a white solid, m.p.83-4° C. Reactants: C(C)(=O)OCCNC(=O)[C@H]1N(CC(C1)=NOC)C(=O)C1=CC=C(C=C1)C1=CC=CC=C1 (2-({[(2S,4EZ)-1-([1,1′-biphenyl]-4-ylcarbonyl)-4-(methoxyimino)pyrrolidinyl]carbonyl}amino)ethyl acetate), [OH-].[Na+] (sodium hydroxide), CO (methanol). Solvent: C1CCOC1 (THF). Conditions: time 3 hour. The product is expected final product, C1(=CC=C(C=C1)C(=O)N1[C@@H](CC(C1)=NOC)C(=O)NCCO)C1=CC=CC=C1 ((2S,4EZ)-1-([1,1′-biphenyl]-4-ylcarbonyl)-N-(2-hydroxyethyl)-4-(methoxyimino)-2-pyrrolidinecarboxamide). Isolated yield 7.4%. As a reaction SMILES: C([O:4][CH2:5][CH2:6][NH:7][C:8]([C@@H:10]1[CH2:14][C:13](=[N:15][O:16][CH3:17])[CH2:12][N:11]1[C:18]([C:20]1[CH:25]=[CH:24][C:23]([C:26]2[CH:31]=[CH:30][CH:29]=[CH:28][CH:27]=2)=[CH:22][CH:21]=1)=[O:19])=[O:9])(=O)C.[OH-].[Na+].CO>C1COCC1>[C:23]1([C:26]2[CH:27]=[CH:28][CH:29]=[CH:30][CH:31]=2)[CH:22]=[CH:21][C:20]([C:18]([N:11]2[CH2:12][C:13](=[N:15][O:16][CH3:17])[CH2:14][C@H:10]2[C:8]([NH:7][CH2:6][CH2:5][OH:4])=[O:9])=[O:19])=[CH:25][CH:24]=1 |f:1.2|. Procedure: A solution was made containing the side-chain protected compound from the previous step, e.g. 2-({[(2S,4EZ)-1-([1,1′-biphenyl]-4-ylcarbonyl)-4-(methoxyimino)pyrrolidinyl]carbonyl}amino)ethyl acetate (450 mg, 10.6 mmol) in THF (10 ml). An aqueous solution (10 ml) of sodium hydroxide (75 mg, 19 mmol) with methanol (5 ml) was added and the reaction stirred at room temperature for three hours. The solvent was removed in vacuo and the crude purified by column chromatography using THF (100%) to give t... As a reaction SMILES: [Cl:1][C:2](Cl)([P:9]([O:17][CH:18]([CH3:20])[CH3:19])([C:11]1[CH:16]=[CH:15][CH:14]=[CH:13][CH:12]=1)=[O:10])[C:3]([O:5][CH:6]([CH3:8])[CH3:7])=[O:4].C([Li])CCC.Cl>CCOCC.CCCCCC>[Cl:1][CH:2]([P:9]([O:17][CH:18]([CH3:20])[CH3:19])([C:11]1[CH:16]=[CH:15][CH:14]=[CH:13][CH:12]=1)=[O:10])[C:3]([O:5][CH:6]([CH3:8])[CH3:7])=[O:4]. Reported procedure: To a solution of 7.1 g of 1-methylethyl 2.2-dichloro-2[(1-methylethoxy)phenylphosphinyl]acetate in 150 ml of ether was added 14 ml of a solution of 1.6 M n-butyl lithium in hexane at -70° over 15 minutes. The solution was then allowed to warm to -10° before adding 60 ml of 0.5 M aqueous HCl solution at -10° to 0°. The phases were separated and the organic phase washed with water then 5% NaHCO3 solution. The solution was then dried and stripped to give 5.0 g of 1-methylethyl 2-chloro-2[(1-methyle... Product: ClC(C(=O)OC(C)C)P(=O)(C1=CC=CC=C1)OC(C)C (1-methylethyl 2-chloro-2[(1-methylethoxy)phenylphosphinyl]acetate). Run in CCOCC (ether), CCCCCC (hexane). Isolated yield 78.0%. Reactants: Cl (HCl), ClC(C(=O)OC(C)C)(P(=O)(C1=CC=CC=C1)OC(C)C)Cl (1-methylethyl 2.2-dichloro-2[(1-methylethoxy)phenylphosphinyl]acetate), solution, C(CCC)[Li] (n-butyl lithium). Procedure details: Thallium (III) trifluoroacetate (6.5 g; 11.96 mmoles) was suspended in 1,2-dichloroethane (75 ml) and heated to reflux under nitrogen. Ethyl 2-carbethoxy-2-(3,5-dimethoxy-4-hydroxybenzyl)-4-(3,4-methylenedioxyphenyl)butyrate (XIII) (4.2 g, 8.86 mmoles) in 5 ml of 1,2-dichloroethane was then added and the reaction mixture became deep red. Refluxing was continued for 30 min. The solution was cooled, poured into saturated sodium bisulfite, and turned yellow. The aqueous layer was extracted with eth... Yields the product C(=O)(OCC)C1(C(C2=CC3=C(C=C2CC1)OCO3)C3=CC(=C(C(=C3)OC)OC)OC)C(=O)OCC (2,2-Dicarbethoxy-1-(3',4',5'-trimethoxyphenyl)-6,7-methylenedioxytetralin). RXN SMILES: F[C:2](F)(F)[C:3]([O-:5])=[O:4].[Tl+3].FC(F)(F)[C:11]([O-:13])=[O:12].F[C:17](F)(F)[C:18]([O-])=O.C([C:28]([CH2:45][C:46]1[CH:51]=[C:50]([O:52][CH3:53])[C:49]([OH:54])=[C:48]([O:55][CH3:56])[CH:47]=1)([CH2:34][CH2:35][C:36]1[CH:41]=[CH:40][C:39]2OCO[C:38]=2C=1)C(OCC)=O)(OCC)=O.S(=O)(O)[O-].[Na+].S(OC)(O[CH3:66])(=O)=O.[C:69](=[O:72])([O-])[O-:70].[K+].[K+].Cl[CH2:76][CH2:77]Cl>CC(C)=O.O>[C:3]([C:2]1([C:69]([O:70][CH2:17][CH3:18])=[O:72])[CH2:38][CH2:39][C:40]2[C:28](=[CH:34][C:35]3[O:13][CH2:11][O:12][C:36]=3[CH:41]=2)[CH:45]1[C:46]1[CH:47]=[C:48]([O:55][CH3:56])[C:49]([O:54][CH3:66])=[C:50]([O:52][CH3:53])[CH:51]=1)([O:5][CH2:76][CH3:77])=[O:4] |f:0.1.2.3,5.6,8.9.10|. Reactants: FC(C(=O)[O-])(F)F.[Tl+3].FC(C(=O)[O-])(F)F.FC(C(=O)[O-])(F)F (Thallium (III) trifluoroacetate), C(=O)(OCC)C(C(=O)OCC)(CCC1=CC2=C(C=C1)OCO2)CC2=CC(=C(C(=C2)OC)O)OC (Ethyl 2-Carbethoxy-2-(3,5-dimethoxy-4-hydroxybenzyl)-4-(3,4-methylenedioxyphenyl)butyrate), ClCCCl (1,2-dichloroethane), S(=O)(=O)(OC)OC (dimethyl sulfate), C([O-])([O-])=O.[K+].[K+] (potassium carbonate), S([O-])(O)=O.[Na+] (sodium bisulfite), ClCCCl (1,2-dichloroethane). The solvent is CC(=O)C (acetone), O (water). Reaction conditions: time 30 minute. Starting materials: [OH-].[Na+] (Sodium hydroxide), C(C)C=1NC(=CC(C1C(=O)OC)=O)CC (methyl 2,6-diethyl-1,4-dihydro-4-oxopyridine-3-carboxylate). The solvent is CO (methanol). Product: C(C)C=1NC(=CC(C1C(=O)O)=O)CC (2,6-diethyl-1,4-dihydro-4-oxopyridine-3-carboxylic acid). RXN SMILES: [OH-].[Na+].[CH2:3]([C:5]1[NH:6][C:7]([CH2:16][CH3:17])=[CH:8][C:9](=[O:15])[C:10]=1[C:11]([O:13]C)=[O:12])[CH3:4]>CO>[CH2:3]([C:5]1[NH:6][C:7]([CH2:16][CH3:17])=[CH:8][C:9](=[O:15])[C:10]=1[C:11]([OH:13])=[O:12])[CH3:4] |f:0.1|. Procedure details: 2M Sodium hydroxide (30 ml) was added to a solution of methyl 2,6-diethyl-1,4-dihydro-4-oxopyridine-3-carboxylate (obtained as described in European Patent Application No. 453210) in methanol (60 ml) and the solution was heated under reflux for 48 hours. Volatile material was removed by evaporation and the residue was dissolved in water (50 ml). The solution was washed with ethyl acetate and acidified to pH 4 with 1M citric acid solution. The resultant precipitate was collected by filtration to ... Starting materials: C(C)(=O)OCC (ethyl acetate), CC1=C(COC=2C=C(C=CC2)CCC#N)C(=CC=C1)C (3-(3-(2,6-dimethylbenzyloxy)phenyl)propanenitrile), [N-]=[N+]=[N-].[Na+] (sodium azide), [Cl-].[NH4+] (ammonium chloride). The solvent is CN(C)C=O (DMF), CCCCCC (hexane). Conditions: temperature 90 celsius. Product: CC1=C(COC=2C=C(CCC3=NN=NN3)C=CC2)C(=CC=C1)C (5-(3-(2,6-Dimethylbenzyloxy)phenethyl)-1H-tetrazole). RXN SMILES: [CH3:1][C:2]1[CH:19]=[CH:18][CH:17]=[C:16]([CH3:20])[C:3]=1[CH2:4][O:5][C:6]1[CH:7]=[C:8]([CH2:12][CH2:13][C:14]#[N:15])[CH:9]=[CH:10][CH:11]=1.[N-:21]=[N+:22]=[N-:23].[Na+].[Cl-].[NH4+].C(OCC)(=O)C>CN(C=O)C.CCCCCC>[CH3:1][C:2]1[CH:19]=[CH:18][CH:17]=[C:16]([CH3:20])[C:3]=1[CH2:4][O:5][C:6]1[CH:7]=[C:8]([CH:9]=[CH:10][CH:11]=1)[CH2:12][CH2:13][C:14]1[NH:23][N:22]=[N:21][N:15]=1 |f:1.2,3.4|. Procedure details: A mixture of 3-(3-(2,6-dimethylbenzyloxy)phenyl)propanenitrile (Step C, 2.62 g, 9.9 mmol), sodium azide (0.899 g, 13.8 mmol) and ammonium chloride (0.740 g, 13.8 mmol) in dry DMF (20 ml) was heated under argon at 90° C. for 16 hours or until all the starting material is consumed, the reaction mixture was cooled, diluted with water and extracted with EtOAc (30 ml×4). The combined organic layer was washed with brine, dried over Na2SO4, filtered, concentrated and purified by flash chromatography on... Starting materials: CCOC(C)=O, CN(C)S(=O)(=O)c1cc(N)ccc1Cl, O=C(Cl)Cl. The product is CN(C)S(=O)(=O)c1cc(N=C=O)ccc1Cl. As a reaction SMILES: [CH3:19][CH2:20][O:21][C:22](=[O:23])[CH3:24].[CH3:1][N:2]([S:3](=[O:4])(=[O:5])[c:6]1[c:7]([Cl:13])[cH:8][cH:9][c:10]([NH2:12])[cH:11]1)[CH3:14].[Cl:15][C:16]([Cl:17])=[O:18]>>[CH3:1][N:2]([S:3](=[O:4])(=[O:5])[c:6]1[c:7]([Cl:13])[cH:8][cH:9][c:10]([N:12]=[C:16]=[O:18])[cH:11]1)[CH3:14]. Starting materials: BrC1=CC=2C3=C(NC2C=C1)CCCS(CC3)(=O)=O (1,2,4,5,6,7-hexahydro-10-bromothiocino[5,4-b]indole 3,3-dioxide), [H-].[Na+] (sodium hydride), CN(CCCCl)C (3-dimethylaminopropyl chloride). Product: CN(CCCN1C2=C(C=3C=C(C=CC13)Br)CCS(CCC2)(=O)=O)C (N,N-dimethyl-1,2,4,5,6,7-hexahydro-10-bromothiocino[5,4-b]indole-7-propanamine 3,3-dioxide). RXN SMILES: [Br:1][C:2]1[CH:10]=[CH:9][C:8]2[NH:7][C:6]3[CH2:11][CH2:12][CH2:13][S:14](=[O:18])(=[O:17])[CH2:15][CH2:16][C:5]=3[C:4]=2[CH:3]=1.[H-].[Na+].[CH3:21][N:22]([CH3:27])[CH2:23][CH2:24][CH2:25]Cl>>[CH3:21][N:22]([CH3:27])[CH2:23][CH2:24][CH2:25][N:7]1[C:8]2[CH:9]=[CH:10][C:2]([Br:1])=[CH:3][C:4]=2[C:5]2[CH2:16][CH2:15][S:14](=[O:17])(=[O:18])[CH2:13][CH2:12][CH2:11][C:6]1=2 |f:1.2|. Procedure details: A mixture of 9.0g (0.0276 mole) of 1,2,4,5,6,7-hexahydro-10-bromothiocino[5,4-b]indole 3,3-dioxide, 1.3g (0.03 mole) of 57% dispersion sodium hydride and 3.36g (0.0276 mole) of 3-dimethylaminopropyl chloride is treated according to the procedure in Example 6. After recrystallization from ethyl acetate, there is obtained 6.0g (52%) of an analytical sample, m.p. 135°-137° C.